From a dataset of the Open Reaction Database (ORD), a public repository of structured organic reaction records. describe an organic reaction: reactants, conditions, products, and yield The reactants are N#Cc1cccc(C(Br)c2ccc(Cl)cc2)c1, O=C([O-])[O-], CC#N, Cl, [Cs+], [Cs+], CC(C)C(c1cc(F)cc(F)c1)C1CNC1. Product: CC(C)C(c1cc(F)cc(F)c1)C1CN(C(c2ccc(Cl)cc2)c2cccc(C#N)c2)C1. RXN SMILES: [Br:24][CH:25]([c:26]1[cH:27][c:28]([C:29]#[N:30])[cH:31][cH:32][cH:33]1)[c:34]1[cH:35][cH:36][c:37]([Cl:40])[cH:38][cH:39]1.[C:18](=[O:19])([O-:20])[O-:21].[CH3:41][C:42]#[N:43].[ClH:1].[Cs+:22].[Cs+:23].[F:2][c:3]1[cH:4][c:5]([CH:10]([CH:11]([CH3:12])[CH3:13])[CH:14]2[CH2:15][NH:16][CH2:17]2)[cH:6][c:7]([F:9])[cH:8]1>>[F:2][c:3]1[cH:4][c:5]([CH:10]([CH:11]([CH3:12])[CH3:13])[CH:14]2[CH2:15][N:16]([CH:25]([c:26]3[cH:27][c:28]([C:29]#[N:30])[cH:31][cH:32][cH:33]3)[c:34]3[cH:35][cH:36][c:37]([Cl:40])[cH:38][cH:39]3)[CH2:17]2)[cH:6][c:7]([F:9])[cH:8]1. Starting materials: CC(F)(F)CCCCn1ccc(N)n1, O=C(O)c1ncoc1-c1ccccc1. Product: CC(F)(F)CCCCn1ccc(NC(=O)c2ncoc2-c2ccccc2)n1. As a reaction SMILES: [F:1][C:2]([CH2:3][CH2:4][CH2:5][CH2:6][n:7]1[n:8][c:9]([NH2:12])[cH:10][cH:11]1)([CH3:13])[F:14].[c:15]1(-[c:21]2[c:22]([C:26](=[O:27])[OH:28])[n:23][cH:24][o:25]2)[cH:16][cH:17][cH:18][cH:19][cH:20]1>>[F:1][C:2]([CH2:3][CH2:4][CH2:5][CH2:6][n:7]1[n:8][c:9]([NH:12][C:26]([c:22]2[c:21](-[c:15]3[cH:16][cH:17][cH:18][cH:19][cH:20]3)[o:25][cH:24][n:23]2)=[O:27])[cH:10][cH:11]1)([CH3:13])[F:14].